This data is from the Open Reaction Database (ORD), a public repository of structured organic reaction records. The task is: describe an organic reaction: reactants, conditions, products, and yield Reactants: FC1=CC=C(C=C1)C=1N=CN(C1C1=CC2=C(N=CN=C2S(=O)(=O)C)S1)C (6-[4-(4-Fluorophenyl)-1-methyl-1H-imidazol-5-yl]-4-(methylsulfonyl)thieno[2,3-d]pyrimidine), solid, FC1=CC=C(C=C1)C=1N=CN(C1C1=CC2=C(N=CN=C2S(=O)(=O)C)S1)C (6-[4-(4-Fluorophenyl)-1-methyl-1H-imidazol-5-yl]-4-(methylsulfonyl)thieno[2,3-d]pyrimidine), CN1C=NC(=C1C1=CC2=C(N=CN=C2S(=O)(=O)C)S1)C1=CC=CC=C1 (6-(1-Methyl-4-phenyl-1H-imidazol-5-yl)-4-(methylsulfonyl)thieno[2,3-d]pyrimidine). Yields the product FC1=CC=C(C=C1)C=1N=CN(C1C1=CC2=C(N=CN=C2N)S1)C (6-[4-(4-Fluorophenyl)-1-methyl-1H-imidazol-5-yl]thieno[2,3-d]pyrimidin-4-amine). RXN SMILES: [F:1][C:2]1[CH:7]=[CH:6][C:5]([C:8]2[N:9]=[CH:10][N:11]([CH3:26])[C:12]=2[C:13]2[S:25][C:16]3[N:17]=[CH:18][N:19]=[C:20](S(C)(=O)=O)[C:15]=3[CH:14]=2)=[CH:4][CH:3]=1.C[N:28]1C(C2SC3N=CN=C(S(C)(=O)=O)C=3C=2)=C(C2C=CC=CC=2)N=C1>>[F:1][C:2]1[CH:7]=[CH:6][C:5]([C:8]2[N:9]=[CH:10][N:11]([CH3:26])[C:12]=2[C:13]2[S:25][C:16]3[N:17]=[CH:18][N:19]=[C:20]([NH2:28])[C:15]=3[CH:14]=2)=[CH:4][CH:3]=1. Procedure: The title compound was prepared by a similar process to that described for Example 8 but using 6-[4-(4-Fluorophenyl)-1-methyl-1H-imidazol-5-yl]-4-(methylsulfonyl)thieno[2,3-d]pyrimidine (Intermediate 50) in place of 6-(1-Methyl-4-phenyl-1H-imidazol-5-yl)-4-(methylsulfonyl)thieno[2,3-d]pyrimidine (intermediate 17). White solid (53 mg, 75%); The reactants are BrC1=C(N=C2N1C=CC=C2OCC2=C(C(=CC=C2Cl)N(C)C(CN)=O)Cl)C (3-bromo-8-[2,6-dichloro-3-(N-glycyl-N-methylamino)benzyloxy]-2-methylimidazo[1,2-a]pyridine), C(CCC=C)(=O)O (4-pentenoic acid), Cl.CN(CCCN=C=N)C ((3-dimethylaminopropyl)carbodiimide hydrochloride), ON1N=NC2=C1C=CC=C2 (1-hydroxybenzotriazole). Solvent: O (Water), CN(C=O)C (N,N-dimethylformamide). Product: BrC1=C(N=C2N1C=CC=C2OCC2=C(C(=CC=C2Cl)N(C)C(CNC(CCC=C)=O)=O)Cl)C (3-bromo-8-[2,6-dichloro-3-[N-(4-pentenoylglycyl)-N-methylamino]benzyloxy]-2-methylimidazo[1,2-a]pyridine). The yield is 97.7%. Reaction SMILES: [Br:1][C:2]1[N:6]2[CH:7]=[CH:8][CH:9]=[C:10]([O:11][CH2:12][C:13]3[C:18]([Cl:19])=[CH:17][CH:16]=[C:15]([N:20]([C:22](=[O:25])[CH2:23][NH2:24])[CH3:21])[C:14]=3[Cl:26])[C:5]2=[N:4][C:3]=1[CH3:27].[C:28](O)(=[O:33])[CH2:29][CH2:30][CH:31]=[CH2:32].Cl.CN(C)CCCN=C=N.ON1C2C=CC=CC=2N=N1>O.CN(C)C=O>[Br:1][C:2]1[N:6]2[CH:7]=[CH:8][CH:9]=[C:10]([O:11][CH2:12][C:13]3[C:18]([Cl:19])=[CH:17][CH:16]=[C:15]([N:20]([C:22](=[O:25])[CH2:23][NH:24][C:28](=[O:33])[CH2:29][CH2:30][CH:31]=[CH2:32])[CH3:21])[C:14]=3[Cl:26])[C:5]2=[N:4][C:3]=1[CH3:27] |f:2.3|. Procedure: A mixture of 3-bromo-8-[2,6-dichloro-3-(N-glycyl-N-methylamino)benzyloxy]-2-methylimidazo[1,2-a]pyridine (150 mg), 4-pentenoic acid (33 mg), N-ethyl-N,-(3-dimethylaminopropyl)carbodiimide hydrochloride (77 mg), 1-hydroxybenzotriazole (64 mg) and N,N-dimethylformamide (1.5 ml) was stirred for 2 hours at ambient temperature. Water was added thereto, and the mixture was extracted with methylene chloride three times. The organic layers were combined, washed with water four times and brine, dried ove... Starting materials: C(C)(C)(C)OC(=O)C1=C(C=CC=C1)C1=CC=C(C=C1)CNC=C(C(=O)OCC)C(C=CCCCC)=O (ethyl 2-[(2'-t-butoxycarbonylbiphenyl-4-yl)methylaminomethylene]-3-oxo-4-nonenate). Solvent: CN(C)C=O (DMF). The product is C(C)(C)(C)OC(=O)C1=C(C=CC=C1)C1=CC=C(C=C1)CN1C=C(C(=O)OCC)C(CC1CCCC)=O (Ethyl 1-[(2'-t-butoxycarbonylbiphenyl-4-yl)methyl]-6-n-butyl-4-oxo-1,4,5,6-tetrahydronicotinate). Isolated yield 76.2%. As a reaction SMILES: [C:1]([O:5][C:6]([C:8]1[CH:13]=[CH:12][CH:11]=[CH:10][C:9]=1[C:14]1[CH:19]=[CH:18][C:17]([CH2:20][NH:21][CH:22]=[C:23]([C:29](=[O:36])[CH:30]=[CH:31][CH2:32][CH2:33][CH2:34][CH3:35])[C:24]([O:26][CH2:27][CH3:28])=[O:25])=[CH:16][CH:15]=1)=[O:7])([CH3:4])([CH3:3])[CH3:2]>CN(C=O)C>[C:1]([O:5][C:6]([C:8]1[CH:13]=[CH:12][CH:11]=[CH:10][C:9]=1[C:14]1[CH:15]=[CH:16][C:17]([CH2:20][N:21]2[CH:31]([CH2:32][CH2:33][CH2:34][CH3:35])[CH2:30][C:29](=[O:36])[C:23]([C:24]([O:26][CH2:27][CH3:28])=[O:25])=[CH:22]2)=[CH:18][CH:19]=1)=[O:7])([CH3:4])([CH3:3])[CH3:2]. Reported procedure: A solution of ethyl 2-[(2'-t-butoxycarbonylbiphenyl-4-yl)methylaminomethylene]-3-oxo-4-nonenate (1.59 g, 3.23 mmol) in DMF (20 ml) and was heated under reflux for 4 hours. After cooling, the reaction solution was concentrated in vacuo. The resulting residue was purified by column chromatography on silica gel. The column was eluted with ethyl acetate-hexane (7:3 to 8:2) to give 1.21 g (76.2%) of the title compound as an oil. Starting materials: ClCCl, N#Cc1ccc(C(c2nc[nH]n2)C2(O)CCCCCC2)cc1, O=S(Cl)Cl. The product is N#Cc1ccc(C(=C2CCCCCC2)c2nc[nH]n2)cc1. RXN SMILES: [Cl:27][CH2:28][Cl:29].[OH:1][C:2]1([CH:9]([c:10]2[n:11][nH:12][cH:13][n:14]2)[c:15]2[cH:16][cH:17][c:18]([C:19]#[N:20])[cH:21][cH:22]2)[CH2:3][CH2:4][CH2:5][CH2:6][CH2:7][CH2:8]1.[S:23]([Cl:24])([Cl:25])=[O:26]>>[C:2]1(=[C:9]([c:10]2[n:11][nH:12][cH:13][n:14]2)[c:15]2[cH:16][cH:17][c:18]([C:19]#[N:20])[cH:21][cH:22]2)[CH2:3][CH2:4][CH2:5][CH2:6][CH2:7][CH2:8]1. Conditions: temperature 120 celsius. Reaction SMILES: [Cl:1][C:2]1[CH:3]=[C:4]([OH:15])[CH:5]=[CH:6][C:7]=1[NH:8][C:9](=[O:14])[C:10]([CH3:13])([CH3:12])[CH3:11].[OH-].[K+].Cl[C:19]1[N:24]=[C:23]([CH3:25])[CH:22]=[C:21]([CH3:26])[N:20]=1.O>CS(C)=O>[Cl:1][C:2]1[CH:3]=[C:4]([CH:5]=[CH:6][C:7]=1[NH:8][C:9](=[O:14])[C:10]([CH3:11])([CH3:12])[CH3:13])[O:15][C:19]1[N:24]=[C:23]([CH3:25])[CH:22]=[C:21]([CH3:26])[N:20]=1 |f:1.2|. Procedure: 22.8 g (0.1 mole) of 3-chloro-4-pivaloylamino-phenol were dissolved in 150 ml of dimethylsulphoxide. 5.6 g (0.1 mole) of powdered potassium hydroxide were added in portions at room temperature, with stirring. The mixture was subsequently stirred at room temperature for 30 minutes and 14.25 g (0.1 mole) of 2-chloro-4,6-dimethyl-pyrimidine were then added in portions. The mixture was heated to 120° C. in the course of 1 hour and subsequently stirred at this temperature for a further 5 hours. The m... The yield is 76.4%. Run in CS(=O)C (dimethylsulphoxide). Product: ClC=1C=C(OC2=NC(=CC(=N2)C)C)C=CC1NC(C(C)(C)C)=O (2-(3-chloro-4-pivaloylamino-phenoxy)-4,6-dimethylpyrimidine). Starting materials: O (water), ClC=1C=C(C=CC1NC(C(C)(C)C)=O)O (3-chloro-4-pivaloylamino-phenol), ClC1=NC(=CC(=N1)C)C (2-chloro-4,6-dimethyl-pyrimidine), [OH-].[K+] (potassium hydroxide). The reactants are O=C([O-])[O-], CN(C)C=O, CC1=C(C(=O)C2CC2)C(c2ccc(C#N)cc2)NC(=O)N1c1cccc(C(F)(F)F)c1, COC(=O)c1coc(CCl)n1, [K+], [K+]. Yields the product COC(=O)c1coc(CN2C(=O)N(c3cccc(C(F)(F)F)c3)C(C)=C(C(=O)C3CC3)C2c2ccc(C#N)cc2)n1. As a reaction SMILES: [C:32](=[O:33])([O-:34])[O-:35].[CH3:49][N:50]([CH3:51])[CH:52]=[O:53].[CH:1]1([C:4](=[O:5])[C:6]2=[C:11]([CH3:12])[N:10]([c:13]3[cH:14][c:15]([C:19]([F:20])([F:21])[F:22])[cH:16][cH:17][cH:18]3)[C:9](=[O:23])[NH:8][CH:7]2[c:24]2[cH:25][cH:26][c:27]([C:28]#[N:29])[cH:30][cH:31]2)[CH2:2][CH2:3]1.[Cl:38][CH2:39][c:40]1[o:41][cH:42][c:43]([C:45](=[O:46])[O:47][CH3:48])[n:44]1.[K+:36].[K+:37]>>[CH:1]1([C:4](=[O:5])[C:6]2=[C:11]([CH3:12])[N:10]([c:13]3[cH:14][c:15]([C:19]([F:20])([F:21])[F:22])[cH:16][cH:17][cH:18]3)[C:9](=[O:23])[N:8]([CH2:39][c:40]3[o:41][cH:42][c:43]([C:45](=[O:46])[O:47][CH3:48])[n:44]3)[CH:7]2[c:24]2[cH:25][cH:26][c:27]([C:28]#[N:29])[cH:30][cH:31]2)[CH2:2][CH2:3]1. Reactants: O=C([O-])[O-], CCO, CN1CCNCC1, [K+], [K+], Cc1ccc(S(=O)(=O)OCCC#Cc2ccc(CN3CCCCC3)cc2)cc1, O, O. Product: CN1CCN(CCC#Cc2ccc(CN3CCCCC3)cc2)CC1. As a reaction SMILES: [C:36](=[O:37])([O-:38])[O-:39].[CH2:43]([OH:44])[CH3:45].[CH3:29][N:30]1[CH2:31][CH2:32][NH:33][CH2:34][CH2:35]1.[K+:40].[K+:41].[N:1]1([CH2:7][c:8]2[cH:9][cH:10][c:11]([C:14]#[C:15][CH2:16][CH2:17][O:18][S:19]([c:20]3[cH:21][cH:22][c:23]([CH3:24])[cH:25][cH:26]3)(=[O:27])=[O:28])[cH:12][cH:13]2)[CH2:2][CH2:3][CH2:4][CH2:5][CH2:6]1.[OH2:42].[OH2:46]>>[N:1]1([CH2:7][c:8]2[cH:9][cH:10][c:11]([C:14]#[C:15][CH2:16][CH2:17][N:33]3[CH2:32][CH2:31][N:30]([CH3:29])[CH2:35][CH2:34]3)[cH:12][cH:13]2)[CH2:2][CH2:3][CH2:4][CH2:5][CH2:6]1.